Task: describe an organic reaction: reactants, conditions, products, and yield. Dataset: the Open Reaction Database (ORD), a public repository of structured organic reaction records Reactants: BrC1=NC=C(C(=C1)B(O)O)F (2-bromo-5-fluoropyridin-4-ylboronic acid), FC1=C(C=C(C=C1)F)C=C (1,4-difluoro-2-vinylbenzene), 1F, C([O-])([O-])=O.[Na+].[Na+] (sodium carbonate), 1F, 1F. Reagents/catalysts: C(C)(=O)[O-].[Pd+2].C(C)(=O)[O-] (palladium(II) acetate). Solvent: CN(C=O)C (dimethylformamide). Reaction conditions: temperature 50 celsius, time 1 hour. The product is BrC1=NC=C(C(=C1)\C=C\C1=C(C=CC(=C1)F)F)F ((E)-2-Bromo-4-(2,5-difluorostyryl)-5-fluoropyridine). As a reaction SMILES: [Br:1][C:2]1[CH:7]=[C:6](B(O)O)[C:5]([F:11])=[CH:4][N:3]=1.[F:12][C:13]1[CH:18]=[CH:17][C:16]([F:19])=[CH:15][C:14]=1[CH:20]=[CH2:21].C(=O)([O-])[O-].[Na+].[Na+]>CN(C)C=O.C([O-])(=O)C.[Pd+2].C([O-])(=O)C>[Br:1][C:2]1[CH:7]=[C:6](/[CH:21]=[CH:20]/[C:14]2[CH:15]=[C:16]([F:19])[CH:17]=[CH:18][C:13]=2[F:12])[C:5]([F:11])=[CH:4][N:3]=1 |f:2.3.4,6.7.8|. Reported procedure: A suspension of 2-bromo-5-fluoropyridin-4-ylboronic acid (1.569 g, 7.14 mmol) and 1,4-difluoro-2-vinylbenzene (1 g, 7.14 mmol) in dimethylformamide (20 mL) was flushed with a balloon of oxygen. To this was added sodium carbonate (1.51 g, 14.3 mmol) and palladium(II) acetate (0.16 g, 0.71 mmol) as solids in one portion. The flask was flushed with another balloon of oxygen and fitted with a balloon of oxygen. The reaction was warmed to 50° C. After 1 h, the reaction was treated with a second porti... Starting materials: CN1CCOCC1 (N-methylmorpholine), CC1CNCC(C1)C (3,5-dimethylpiperadine), Cl.CN(CCCN=C=NCC)C (1-(3-dimethylaminopropyl)-3-ethylcarbodiimide hydrochloride), O.ON1N=NC2=C1C=CC=C2 (N-hydroxybenzotriazole hydrate). Solvent: CC(=O)N(C)C (dimethylacetamide). Run at time 18 hour. Yields the product C(=O)(OC(C)(C)C)N1CCCCC1 (BOC-piperidine). The yield is 96.0%. As a reaction SMILES: CN1C[CH2:6][O:5]CC1.[CH3:8][CH:9]1[CH2:14]C(C)CN[CH2:10]1.[OH2:16].O[N:18]1[C:22]2[CH:23]=[CH:24][CH:25]=[CH:26]C=2N=N1.Cl.CN(C)CCCN=C=NCC>CC(N(C)C)=O>[C:6]([N:18]1[CH2:22][CH2:23][CH2:24][CH2:25][CH2:26]1)([O:5][C:9]([CH3:14])([CH3:10])[CH3:8])=[O:16] |f:2.3,4.5|. Procedure: Part A: To a solution of N-BOC-isoponic acid (4.0 g, 17.4 mmol) in dimethylacetamide (30 mL) were added N-methylmorpholine (Aldrich. 5.7 mL, 52.2 mmol), 3,5-dimethylpiperadine (70% cis. Aldrich, 3.5 mL, 26.1 mmol). N-hydroxybenzotriazole hydrate (Aldrich, 2.8 g, 20.9 mmol), and 1-(3-dimethylaminopropyl)-3-ethylcarbodiimide hydrochloride (Sigma, 5.0 g, 26.1 mmol). The mixture was stirred overnight (about 18 hours) at ambient temperature. To work up, the solvent was removed and the residue was tak...